This data is from the Open Reaction Database (ORD), a public repository of structured organic reaction records. The task is: describe an organic reaction: reactants, conditions, products, and yield Reactants: ClC1=NC(=NC2=CC=C(C=C12)SC)C(F)(F)F (4-chloro-6-methylthio-2-trifluoromethylquinazoline), ClC1=CC(=CC=C1)C(=O)OO (m-chloroperbenzoic acid). Solvent: C(Cl)(Cl)Cl (chloroform). The product is ClC1=NC(=NC2=CC=C(C=C12)S(=O)C)C(F)(F)F (4-CHLORO-6-METHYLSULFINYL-2-TRIFLUOROMETHYLQUINAZOLINE). The yield is 48.5%. As a reaction SMILES: [Cl:1][C:2]1[C:11]2[C:6](=[CH:7][CH:8]=[C:9]([S:12][CH3:13])[CH:10]=2)[N:5]=[C:4]([C:14]([F:17])([F:16])[F:15])[N:3]=1.ClC1C=CC=C(C(OO)=[O:26])C=1>C(Cl)(Cl)Cl>[Cl:1][C:2]1[C:11]2[C:6](=[CH:7][CH:8]=[C:9]([S:12]([CH3:13])=[O:26])[CH:10]=2)[N:5]=[C:4]([C:14]([F:15])([F:17])[F:16])[N:3]=1. Procedure: A solution of 4-chloro-6-methylthio-2-trifluoromethylquinazoline (0.4 g, 1.4 mmol) and m-chloroperbenzoic acid (0.3 g, 1.4 mmol) in chloroform (14 mL) was stirred at 0° C. for 0.5 h. The reaction mixture was washed with saturated sodium bisulfite solution, 1M sodium bicarbonate solution, and brine. The solution was dried (Na2SO4), filtered, and concentrated to give the title compound (0.2 g, 49%); m.p. 105-107° C. The reactants are ClCCl, O=C1CCOC(COS(=O)(=O)c2ccc([N+](=O)[O-])cc2)C1, OCCO, Cc1ccc(S(=O)(=O)O)cc1, c1ccccc1. Yields the product O=[N+]([O-])c1ccc(S(=O)(=O)OCC2CC3(CCO2)OCCO3)cc1. Reaction SMILES: [Cl:43][CH2:44][Cl:45].[O:1]=[C:2]1[CH2:3][CH:4]([CH2:8][O:9][S:10](=[O:11])(=[O:12])[c:13]2[cH:14][cH:15][c:16]([N+:19](=[O:20])[O-:21])[cH:17][cH:18]2)[O:5][CH2:6][CH2:7]1.[OH:22][CH2:23][CH2:24][OH:25].[c:26]1([CH3:27])[cH:28][cH:29][c:30]([S:31]([OH:32])(=[O:33])=[O:34])[cH:35][cH:36]1.[cH:37]1[cH:38][cH:39][cH:40][cH:41][cH:42]1>>[O:1]1[C:2]2([CH2:3][CH:4]([CH2:8][O:9][S:10](=[O:11])(=[O:12])[c:13]3[cH:14][cH:15][c:16]([N+:19](=[O:20])[O-:21])[cH:17][cH:18]3)[O:5][CH2:6][CH2:7]2)[O:22][CH2:23][CH2:24]1.